From a dataset of the Open Reaction Database (ORD), a public repository of structured organic reaction records. describe an organic reaction: reactants, conditions, products, and yield Reactants: CCCCC(=O)Cl, CCCCCCCCCN, CCOCC. The product is CCCCCCCCCNC(=O)CCCC. As a reaction SMILES: [C:11]([CH2:12][CH2:13][CH2:14][CH3:15])(=[O:16])[Cl:17].[CH2:1]([CH2:2][CH2:3][CH2:4][CH2:5][CH2:6][CH2:7][CH2:8][CH3:9])[NH2:10].[CH3:18][CH2:19][O:20][CH2:21][CH3:22]>>[CH2:1]([CH2:2][CH2:3][CH2:4][CH2:5][CH2:6][CH2:7][CH2:8][CH3:9])[NH:10][C:11]([CH2:12][CH2:13][CH2:14][CH3:15])=[O:16]. Run in N1=CC=CC=C1 (pyridine). RXN SMILES: [CH2:1]([C:3]1[CH:16]=[CH:15][C:14]2[S:13][C:12]3[C:7](=[CH:8][CH:9]=[CH:10][CH:11]=3)[C:6](=O)[C:5]=2[C:4]=1CC)[CH3:2].[Cl-].[OH:21][NH3+:22].O.[CH2:24](O)[CH3:25]>N1C=CC=CC=1>[CH2:1]([C:3]1[CH:16]=[C:15]([CH2:24][CH3:25])[C:14]2[S:13][C:12]3[C:7](=[CH:8][CH:9]=[CH:10][CH:11]=3)[C:6](=[N:22][OH:21])[C:5]=2[CH:4]=1)[CH3:2] |f:1.2|. The reactants are C(C)C1=C(C=2C(C3=CC=CC=C3SC2C=C1)=O)CC (diethylthioxanthen-9-one), C(C)O (ethanol), 1/2H, Cd, 1/2H, [Cl-].O[NH3+] (hydroxylammonium chloride), O (water), 1/2H. Yields the product C(C)C1=CC=2C(C3=CC=CC=C3SC2C(=C1)CC)=NO (2,4-Diethyl-thioxanthen-9-one oxime). Procedure: 7.0 g (26 mmol) of diethylthioxanthen-9-one are dissolved in 15 ml of hot ethanol and 15 ml of pyridine. Then hydroxylammonium chloride (3.6 g, 52 mmol) is added, and the reaction solution is stirred at 115° C. for 21 h. After cooling, water is added. The crude product is extracted with ethyl acetate, washed with water, dried over MgSO4, and concentrated. The residue is purified by column chromatography on silica gel with ethyl acetate-hexane (1:30 to 1:10) as an eluent. The product (an isomeric... Conditions: temperature 115 celsius, time 21 hour. The reactants are CCO, CCOC(=O)CCC1(NC(=O)c2ccc(Cl)c(Cl)c2)C(=O)N(CCCc2ccccc2)c2ccccc21, [Na+], C1CCOC1, [OH-], O. Yields the product O=C(O)CCC1(NC(=O)c2ccc(Cl)c(Cl)c2)C(=O)N(CCCc2ccccc2)c2ccccc21. As a reaction SMILES: [CH3:41][CH2:42][OH:43].[Cl:4][c:5]1[cH:6][c:7]([C:8](=[O:9])[NH:10][C:11]2([CH2:30][CH2:31][C:32](=[O:33])[O:34][CH2:35][CH3:36])[C:12](=[O:29])[N:13]([CH2:20][CH2:21][CH2:22][c:23]3[cH:24][cH:25][cH:26][cH:27][cH:28]3)[c:14]3[cH:15][cH:16][cH:17][cH:18][c:19]32)[cH:37][cH:38][c:39]1[Cl:40].[Na+:2].[O:44]1[CH2:45][CH2:46][CH2:47][CH2:48]1.[OH-:1].[OH2:3]>>[Cl:4][c:5]1[cH:6][c:7]([C:8](=[O:9])[NH:10][C:11]2([CH2:30][CH2:31][C:32](=[O:33])[OH:34])[C:12](=[O:29])[N:13]([CH2:20][CH2:21][CH2:22][c:23]3[cH:24][cH:25][cH:26][cH:27][cH:28]3)[c:14]3[cH:15][cH:16][cH:17][cH:18][c:19]32)[cH:37][cH:38][c:39]1[Cl:40].